This data is from the Open Reaction Database (ORD), a public repository of structured organic reaction records. The task is: describe an organic reaction: reactants, conditions, products, and yield The reactants are C(C)(=O)Cl (acetyl chloride), N1CCC(CC1)C1=CC=C(C=C1)NC(=O)N1CC2=CC=CC=C2C1 (N-[4-(piperidin-4-yl)phenyl]-1,3-dihydro-2H-isoindole-2-carboxamide), NC=1C=C2CN(CC2=CC1)C(=O)NC1=CC=C(C=C1)C(NCCC)=O (5-amino-N-(4-(propylcarbamoyl)phenyl)isoindoline-2-carboxamide). The product is C(C1=CC=CC=C1)(=O)N1CCC(CC1)C1=CC=C(C=C1)NC(=O)N1CC2=CC=CC=C2C1 (N-[4-(1-benzoylpiperidin-4-yl)phenyl]-1,3-dihydro-2H-isoindole-2-carboxamide). Reaction SMILES: C(Cl)(=O)C.[NH:5]1[CH2:10][CH2:9][CH:8]([C:11]2[CH:16]=[CH:15][C:14]([NH:17][C:18]([N:20]3[CH2:28][C:27]4[C:22](=[CH:23][CH:24]=[CH:25][CH:26]=4)[CH2:21]3)=[O:19])=[CH:13][CH:12]=2)[CH2:7][CH2:6]1.NC1C=C2C(=CC=1)CN(C(N[C:42]1[CH:47]=[CH:46][C:45]([C:48](=[O:53])NCCC)=[CH:44][CH:43]=1)=O)C2>>[C:48]([N:5]1[CH2:6][CH2:7][CH:8]([C:11]2[CH:16]=[CH:15][C:14]([NH:17][C:18]([N:20]3[CH2:28][C:27]4[C:22](=[CH:23][CH:24]=[CH:25][CH:26]=4)[CH2:21]3)=[O:19])=[CH:13][CH:12]=2)[CH2:9][CH2:10]1)(=[O:53])[C:45]1[CH:46]=[CH:47][CH:42]=[CH:43][CH:44]=1. Procedure: The title compound was prepared as described in Example 278, substituting benzoyl chloride for acetyl chloride and N-[4-(piperidin-4-yl)phenyl]-1,3-dihydro-2H-isoindole-2-carboxamide for 5-amino-N-(4-(propylcarbamoyl)phenyl)isoindoline-2-carboxamide. 1H NMR (500 MHz, DMSO-d6) δ ppm 8.29 (s, 1H), 7.47-7.50 (m, 2H), 7.41-7.47 (m, 5H), 7.34-7.38 (m, 2H), 7.29-7.33 (m, 2H), 7.16-7.18 (m, 2H), 4.75-4.76 (bs, 4H), 4.54-4.64 (m, 1H), 3.57-3.74 (m, 1H), 3.02-3.21 (m, 1H), 2.79-2.93 (m, 1H), 2.75 (tt, J=... The reactants are C(Cl)Cl.C(C)(=O)OCC (methylene chloride ethyl acetate), C(C)(C)(C)OC(=O)NCC1=NN=C(O1)C(=O)OCC (Ethyl 5-{[(tert-butoxy)carbonylamino]methyl}-1,3,4-oxadiazole-2-carboxylate), Cl (hydrogen chloride), Compound 8a. The solvent is O1CCOCC1 (1,4-dioxan). Run at time 12 hour. Product: NCC1=NN=C(O1)C(=O)OCC (Ethyl 5-(aminomethyl)-1,3,4-oxadiazole-2-carboxylate). The yield is 8.4%. As a reaction SMILES: C(OC([NH:8][CH2:9][C:10]1[O:14][C:13]([C:15]([O:17][CH2:18][CH3:19])=[O:16])=[N:12][N:11]=1)=O)(C)(C)C.Cl.C(Cl)Cl.C(OCC)(=O)C>O1CCOCC1>[NH2:8][CH2:9][C:10]1[O:14][C:13]([C:15]([O:17][CH2:18][CH3:19])=[O:16])=[N:12][N:11]=1 |f:2.3|. Reported procedure: Crude, unpurified compound 8 (5 g) is added portionwise to a 0° C. commercially available solution of hydrogen chloride in 1,4-dioxan (Aldrich, 4 M, 35 ml.) Compound 8a slowly dissolves to afford a clear yellow solution. After stirring for approximately 12 hours, the reaction mixture turns cloudy. TLC on silica using methylene chloride:ethyl acetate (9:1) as the eluent shows the starting material has been consumed. The reaction mixture is filtered and a white solid is obtained. The solid is wash...